From a dataset of the Open Reaction Database (ORD), a public repository of structured organic reaction records. describe an organic reaction: reactants, conditions, products, and yield Reactants: C(C)OC(=O)C1=C(C=2N(C=3C=CC=CC3C2C(=N1)C#N)C1=CC=CC=C1)O (1-cyano-4-hydroxy-5-phenyl-5H-pyrido[4,3-b]indole-3-carboxylic acid ethyl ester), NCC(=O)O (glycine), C[O-].[Na+].CO (NaOMe HOMe). Product: C(#N)C1=NC(=C(C=2N(C=3C=CC=CC3C21)C2=CC=CC=C2)O)C(=O)NCC(=O)O ([(1-Cyano-4-hydroxy-5-phenyl-5H-pyrido[4,3-b]indole-3-carbonyl)-amino]-acetic acid). Reaction SMILES: C(O[C:4]([C:6]1[N:18]=[C:17]([C:19]#[N:20])[C:16]2[C:15]3[CH:14]=[CH:13][CH:12]=[CH:11][C:10]=3[N:9]([C:21]3[CH:26]=[CH:25][CH:24]=[CH:23][CH:22]=3)[C:8]=2[C:7]=1[OH:27])=[O:5])C.[NH2:28][CH2:29][C:30]([OH:32])=[O:31].C[O-].[Na+].CO>>[C:19]([C:17]1[C:16]2[C:26]3[CH:25]=[CH:24][CH:23]=[CH:22][C:21]=3[N:9]([C:10]3[CH:15]=[CH:14][CH:13]=[CH:12][CH:11]=3)[C:8]=2[C:7]([OH:27])=[C:6]([C:4]([NH:28][CH2:29][C:30]([OH:32])=[O:31])=[O:5])[N:18]=1)#[N:20] |f:2.3.4|. Reported procedure: Prepared in analogy to that of Example 1(e) from 1-cyano-4-hydroxy-5-phenyl-5H-pyrido[4,3-b]indole-3-carboxylic acid ethyl ester, glycine and NaOMe/HOMe. The title compound, ESI MS (m/z): 385 (M−1)−. Starting materials: [H-].[Na+] (Sodium hydride), NC=1SC(=NN1)SCCN(CC)CC (2-amino-5-diethylaminoethylthio-1,3,4-thiadiazole), C(C)(C)(C)C1=CC=C(C(=O)O)C=C1 (4-Tert-butylbenzoic acid), C(=O)(N1C=NC=C1)N1C=NC=C1 (carbonyldiimidazole). The solvent is O1CCCC1 (tetrahydrofuran), O1CCCC1 (tetrahydrofuran). Run at time 4 hour. The product is C(C)(C)(C)C1=CC=C(C(=O)NC=2SC(=NN2)SCCN(CC)CC)C=C1 (2-(4-tert-butylbenzoyl)amino-5-diethylaminoethylthio-1,3,4-thiadiazole). Yield: 43.7%. As a reaction SMILES: [H-].[Na+].[NH2:3][C:4]1[S:5][C:6]([S:9][CH2:10][CH2:11][N:12]([CH2:15][CH3:16])[CH2:13][CH3:14])=[N:7][N:8]=1.[C:17]([C:21]1[CH:29]=[CH:28][C:24]([C:25](O)=[O:26])=[CH:23][CH:22]=1)([CH3:20])([CH3:19])[CH3:18].C(N1C=CN=C1)(N1C=CN=C1)=O>O1CCCC1>[C:17]([C:21]1[CH:22]=[CH:23][C:24]([C:25]([NH:3][C:4]2[S:5][C:6]([S:9][CH2:10][CH2:11][N:12]([CH2:15][CH3:16])[CH2:13][CH3:14])=[N:7][N:8]=2)=[O:26])=[CH:28][CH:29]=1)([CH3:20])([CH3:18])[CH3:19] |f:0.1|. Procedure details: Sodium hydride (0.6 g) and 2-amino-5-diethylaminoethylthio-1,3,4-thiadiazole (2.3 g) were stirred in tetrahydrofuran (30 ml) for 30 minutes while being cooled with ice. 4-Tert-butylbenzoic acid (1.8 g) and carbonyldiimidazole (1.8 g) were stirred in tetrahydrofuran (30 ml) for 30 minutes at room temperature and the mixture was added to the former reaction mixture. The mixture was stirred for 4 hours at room temperature, and then concentrated under a vacuum. The residue, with water added thereto,... The reactants are Cl.CO[C@@H]1CNCC[C@@H]1NC(OCC1=CC=CC=C1)=O (benzyl cis(±)-[3-methoxypiperidin-4-yl]carbamate hydrochloride), C([O-])([O-])=O.[Cs+].[Cs+] (cesium carbonate), BrC=1C=CC(=C(C(=O)OC)C1)F (methyl 5-bromo-2-fluorobenzoate), C=1C=CC(=CC1)P(C=2C=CC=CC2)C3=CC=C4C=CC=CC4=C3C5=C6C=CC=CC6=CC=C5P(C=7C=CC=CC7)C=8C=CC=CC8 (BINAP). The reagents and catalysts are C(C)(=O)[O-].[Pd+2].C(C)(=O)[O-] (palladium acetate). Product: C(C1=CC=CC=C1)OC(=O)N[C@@H]1[C@@H](CN(CC1)C=1C=CC(=C(C(=O)OC)C1)F)OC (Methyl cis(±)-5-(4-{[(benzyloxy)carbonyl]amino}-3-methoxypiperidin-1-yl)-2-fluorobenzoate). Yield: 14.4%. Reaction SMILES: Cl.[CH3:2][O:3][C@H:4]1[C@@H:9]([NH:10][C:11](=[O:20])[O:12][CH2:13][C:14]2[CH:19]=[CH:18][CH:17]=[CH:16][CH:15]=2)[CH2:8][CH2:7][NH:6][CH2:5]1.Br[C:22]1[CH:23]=[CH:24][C:25]([F:32])=[C:26]([CH:31]=1)[C:27]([O:29][CH3:30])=[O:28].C1C=CC(P(C2C(C3C(P(C4C=CC=CC=4)C4C=CC=CC=4)=CC=C4C=3C=CC=C4)=C3C(C=CC=C3)=CC=2)C2C=CC=CC=2)=CC=1.C(=O)([O-])[O-].[Cs+].[Cs+]>C([O-])(=O)C.[Pd+2].C([O-])(=O)C>[CH2:13]([O:12][C:11]([NH:10][C@H:9]1[CH2:8][CH2:7][N:6]([C:22]2[CH:23]=[CH:24][C:25]([F:32])=[C:26]([CH:31]=2)[C:27]([O:29][CH3:30])=[O:28])[CH2:5][C@H:4]1[O:3][CH3:2])=[O:20])[C:14]1[CH:19]=[CH:18][CH:17]=[CH:16][CH:15]=1 |f:0.1,4.5.6,7.8.9|. Procedure: The same operation as in Example (42a) was performed using benzyl cis(±)-[3-methoxypiperidin-4-yl]carbamate hydrochloride obtained in Example (160a) (165 mg, 0.55 mmol), methyl 5-bromo-2-fluorobenzoate (128 mg, 0.55 mmol), palladium acetate (12.3 mg, 0.05 mmol), BINAP (68.3 mg, 0.11 mmol) and cesium carbonate (536 mg, 1.65 mmol), to obtain 33 mg of the title compound as a yellow oily substance (14%). Starting materials: BrC=1C=C2CCC(C2=CC1)OC1OCCCC1 (5-bromo-1-(tetrahydropyran-2-yloxy)indane), CN(C=O)C (N,N-dimethylformamide), ice water, C(C)OCC (diethyl ether), [Cl-].[NH4+] (ammonium chloride). Run in O1CCCC1 (tetra-hydrofuran). Conditions: time 5 minute. Product: C(=O)C=1C=C2CCC(C2=CC1)OC1OCCCC1 (5-formyl-1-(tetrahydropyran-2-yloxy)indane). As a reaction SMILES: Br[C:2]1[CH:3]=[C:4]2[C:8](=[CH:9][CH:10]=1)[CH:7]([O:11][CH:12]1[CH2:17][CH2:16][CH2:15][CH2:14][O:13]1)[CH2:6][CH2:5]2.CN(C)[CH:20]=[O:21].C(OCC)C.[Cl-].[NH4+]>O1CCCC1>[CH:20]([C:2]1[CH:3]=[C:4]2[C:8](=[CH:9][CH:10]=1)[CH:7]([O:11][CH:12]1[CH2:17][CH2:16][CH2:15][CH2:14][O:13]1)[CH2:6][CH2:5]2)=[O:21] |f:3.4|. Reported procedure: 8.1 g of 5-bromo-1-(tetrahydropyran-2-yloxy)indane was dissolved in 100 ml of anhydrous tetra-hydrofuran under a nitrogen atmosphere. To the solution was dropwise added 20 ml of a 1.5N n-butyllithium-hexane solution at -65° C. in 10 minutes. The resulting mixture was stirred at the same temperature for 5 minutes. Thereto was added 2.3 ml of anhydrous N,N-dimethylformamide. The reaction mixture was heated to room temperature and added to a mixture of 100 ml of ice water, 100 ml of diethyl ether a... The reactants are NC1=C(C(=NN1)NC1=CC(=CC=C1)OC)C#N (5-amino-4-cyano-3-(3-methoxy-phenylamino)-pyrazole), C(C)OC(OCC)OCC (orthoformic acid triethyl ester). Run in C(C)O (ethanol). Run at temperature 120 celsius. Yields the product C(#N)C=1C(=NNC1N=COCC)NC1=CC(=CC=C1)OC (4-Cyano-5-(ethoxy-methyleneamino)-3-(3-methoxy-phenylamino)-pyrazole). RXN SMILES: [NH2:1][C:2]1[NH:6][N:5]=[C:4]([NH:7][C:8]2[CH:13]=[CH:12][CH:11]=[C:10]([O:14][CH3:15])[CH:9]=2)[C:3]=1[C:16]#[N:17].[CH2:18]([O:20][CH:21](OCC)OCC)[CH3:19]>C(O)C>[C:16]([C:3]1[C:4]([NH:7][C:8]2[CH:13]=[CH:12][CH:11]=[C:10]([O:14][CH3:15])[CH:9]=2)=[N:5][NH:6][C:2]=1[N:1]=[CH:21][O:20][CH2:18][CH3:19])#[N:17]. Procedure details: With stirring, a mixture of 4 g (17.45 mmol) of 5-amino-4-cyano-3-(3-methoxy-phenylamino)-pyrazole (Step 50.1) and 50 ml of orthoformic acid triethyl ester is heated at 120° C. for 1.5 hours, care being taken to ensure that the ethanol formed in the course of the reaction is distilled off from the reaction mixture. The reaction mixture is cooled to 30° C., approx. 100 ml of diethyl ether are added and the reaction mixture is cooled further to 0° C. and filtered. Washing with diethyl ether yields... The reactants are C(CCCCCCCCCCCCC)NCCNCCN (N-tetradecyldiethylenetriamine), C(=O)C(C(=O)OC)C (methyl 2-formylpropionate). Product: C(CCCCCCCCCCCCC)NCCN1CCN=CC(C1=O)C (4-tetradecylaminoethyl-6-methyl-3,6-dihydro-2H-1,4-diazepin-5-one). Reaction SMILES: [CH2:1]([NH:15][CH2:16][CH2:17][NH:18][CH2:19][CH2:20][NH2:21])[CH2:2][CH2:3][CH2:4][CH2:5][CH2:6][CH2:7][CH2:8][CH2:9][CH2:10][CH2:11][CH2:12][CH2:13][CH3:14].[CH:22]([CH:24]([CH3:29])[C:25](OC)=O)=[O:23]>>[CH2:1]([NH:15][CH2:16][CH2:17][N:18]1[C:22](=[O:23])[CH:24]([CH3:29])[CH:25]=[N:21][CH2:20][CH2:19]1)[CH2:2][CH2:3][CH2:4][CH2:5][CH2:6][CH2:7][CH2:8][CH2:9][CH2:10][CH2:11][CH2:12][CH2:13][CH3:14]. Procedure details: Into an apparatus similar to that in Example 1, were charged 299.5 g (1 mole) of N-tetradecyldiethylenetriamine and 116.1 g (1 mole) of methyl 2-formylpropionate. At 130° to 135° C., 18 g of water and 32 g of methanol were distilled off to obtain 4-tetradecylaminoethyl-6-methyl-3,6-dihydro-2H-1,4-diazepin-5-one. The reactants are C1(=CC=CC=C1)C1=C(C(=O)O)C=CC=C1 (o-phenylbenzoic acid), C(C(=O)Cl)(=O)Cl (oxalyl chloride), NC1=CC=C(C(=O)N2CCC(\C(\C3=C2C=CC=C3)=C/C(=O)OC)(F)F)C=C1 (methyl (Z)-[1-(4-aminobenzoyl)4,4-difluoro-2,3,4,5-tetrahydro-1H-1-benzazepin-5ylidene]acetate). Product: FC\1(CCN(C2=C(/C1=C/C(=O)OC)C=CC=C2)C(C2=CC=C(C=C2)NC(C2=C(C=CC=C2)C2=CC=CC=C2)=O)=O)F (methyl (Z)-[4,4-difluoro-1-[4-(2-phenylbenzoylamino)benzoyl]-2,3,4,5-tetrahydro-1H-1-benzazepin-5-ylidene]acetate). Yield: 95.4%. As a reaction SMILES: [C:1]1([C:7]2[CH:15]=[CH:14][CH:13]=[CH:12][C:8]=2[C:9]([OH:11])=O)[CH:6]=[CH:5][CH:4]=[CH:3][CH:2]=1.C(Cl)(=O)C(Cl)=O.[NH2:22][C:23]1[CH:48]=[CH:47][C:26]([C:27]([N:29]2[C:35]3[CH:36]=[CH:37][CH:38]=[CH:39][C:34]=3/[C:33](=[CH:40]/[C:41]([O:43][CH3:44])=[O:42])/[C:32]([F:46])([F:45])[CH2:31][CH2:30]2)=[O:28])=[CH:25][CH:24]=1>>[F:46][C:32]1([F:45])[CH2:31][CH2:30][N:29]([C:27](=[O:28])[C:26]2[CH:25]=[CH:24][C:23]([NH:22][C:9](=[O:11])[C:8]3[CH:12]=[CH:13][CH:14]=[CH:15][C:7]=3[C:1]3[CH:2]=[CH:3][CH:4]=[CH:5][CH:6]=3)=[CH:48][CH:47]=2)[C:35]2[CH:36]=[CH:37][CH:38]=[CH:39][C:34]=2/[C:33]/1=[CH:40]/[C:41]([O:43][CH3:44])=[O:42]. Reported procedure: Using 396 mg of o-phenylbenzoic acid, 0.290 ml of oxalyl chloride and 620 mg of methyl (Z)-[1-(4-aminobenzoyl)4,4-difluoro-2,3,4,5-tetrahydro-1H-1-benzazepin-5ylidene]acetate, a similar procedure as in Reference Example 8 was repeated to obtain 878 mg of methyl (Z)-[4,4-difluoro-1-[4-(2-phenylbenzoylamino)benzoyl]-2,3,4,5-tetrahydro-1H-1-benzazepin-5-ylidene]acetate. Reactants: BrC1=CC(=C(C=C1)CCI)Cl (4-bromo-2-chloro-1-(2-iodoethyl)benzene), C(C=C)C1N=C([C@H](N=C1OC)C(C)C)OC ((5R)-2-allyl-3,6-dimethoxy-5-isopropyl-2,5-dihydropyrazine), O (Water). The solvent is O1CCCC1 (tetrahydrofuran), O1CCCC1 (tetrahydrofuran). Conditions: temperature -78 celsius, time 30 minute. Yields the product C(C=C)[C@]1(N=C([C@H](N=C1OC)C(C)C)OC)CCC1=C(C=C(C=C1)Br)Cl ((2R,5R)-2-allyl-2-(4-bromo-2-chlorophenyl)ethyl-3,6-dimethoxy-5-isopropyl-2,5-dihydropyrazine). The yield is 84.2%. As a reaction SMILES: [CH2:1]([CH:4]1[C:9]([O:10][CH3:11])=[N:8][C@H:7]([CH:12]([CH3:14])[CH3:13])[C:6]([O:15][CH3:16])=[N:5]1)[CH:2]=[CH2:3].[Br:17][C:18]1[CH:23]=[CH:22][C:21]([CH2:24][CH2:25]I)=[C:20]([Cl:27])[CH:19]=1.O>O1CCCC1>[CH2:1]([C@:4]1([CH2:25][CH2:24][C:21]2[CH:22]=[CH:23][C:18]([Br:17])=[CH:19][C:20]=2[Cl:27])[C:9]([O:10][CH3:11])=[N:8][C@H:7]([CH:12]([CH3:14])[CH3:13])[C:6]([O:15][CH3:16])=[N:5]1)[CH:2]=[CH2:3]. Procedure details: Under an argon atmosphere, an n-butyllithium-hexane solution (1.60 mol/L, 11.16 mL) was added at −78° C. to a solution of (5R)-2-allyl-3,6-dimethoxy-5-isopropyl-2,5-dihydropyrazine (3.64 g) in tetrahydrofuran (60 mL) to form a reaction solution. This reaction solution was then stirred at −78° C. for 30 minutes. A solution of 4-bromo-2-chloro-1-(2-iodoethyl)benzene (6.73 g) in tetrahydrofuran (20 mL) was added to the reaction solution, and the reaction solution was stirred at −78° C. for 30 minut...